Dataset: the Open Reaction Database (ORD), a public repository of structured organic reaction records. Task: describe an organic reaction: reactants, conditions, products, and yield Reactants: C(CCC)OC(=O)N1CCN(CC1)C([C@H](CC(F)F)NC(=O)OCC1=CC=CC=C1)=O (4-((S)-2-Benzyloxycarbonylamino-4,4-difluoro-butyryl)-piperazine-1-carboxylic acid butyl ester). Reagents/catalysts: [Pd] (Pd/C). The solvent is C(C)(=O)OCC (ethyl acetate). Reaction conditions: time 1 hour. Yields the product C(CCC)OC(=O)N1CCN(CC1)C([C@H](CC(F)F)N)=O (4-((S)-2-Amino-4,4-difluoro-butyryl)piperazine-1-carboxylic acid butyl ester). Reaction SMILES: [CH2:1]([O:5][C:6]([N:8]1[CH2:13][CH2:12][N:11]([C:14](=[O:31])[C@@H:15]([NH:20]C(OCC2C=CC=CC=2)=O)[CH2:16][CH:17]([F:19])[F:18])[CH2:10][CH2:9]1)=[O:7])[CH2:2][CH2:3][CH3:4]>C(OCC)(=O)C.[Pd]>[CH2:1]([O:5][C:6]([N:8]1[CH2:13][CH2:12][N:11]([C:14](=[O:31])[C@@H:15]([NH2:20])[CH2:16][CH:17]([F:18])[F:19])[CH2:10][CH2:9]1)=[O:7])[CH2:2][CH2:3][CH3:4]. Reported procedure: To a solution of 168 mg 4-((S)-2-Benzyloxycarbonylamino-4,4-difluoro-butyryl)-piperazine-1-carboxylic acid butyl ester in 15 ml ethyl acetate were added 100 mg Pd/C (10%) and the suspension stirred under an atmosphere of hydrogen (1 bar) for 1 h. The reaction mixture was filtrated over a plug of Celite®, washed with ethyl acetate and concentrated. Yield: 97 mg colorless oil